This data is from the Open Reaction Database (ORD), a public repository of structured organic reaction records. The task is: describe an organic reaction: reactants, conditions, products, and yield The reactants are CC1(C)CC(=O)OC(=O)C1, CCOC(=O)c1ccc(N)cc1, CC(=O)Cl, ClCCCl, ClCCl. The product is CCOC(=O)c1ccc(N2C(=O)CC(C)(C)CC2=O)cc1. Reaction SMILES: [CH3:13][C:14]1([CH3:22])[CH2:15][C:16](=[O:17])[O:18][C:19](=[O:21])[CH2:20]1.[CH3:1][CH2:2][O:3][C:4](=[O:5])[c:6]1[cH:7][cH:8][c:9]([NH2:10])[cH:11][cH:12]1.[CH3:23][C:24](=[O:25])[Cl:26].[Cl:27][CH2:28][CH2:29][Cl:30].[Cl:31][CH2:32][Cl:33]>>[CH3:1][CH2:2][O:3][C:4](=[O:5])[c:6]1[cH:7][cH:8][c:9]([N:10]2[C:16](=[O:17])[CH2:15][C:14]([CH3:13])([CH3:22])[CH2:20][C:19]2=[O:18])[cH:11][cH:12]1.